This data is from the Open Reaction Database (ORD), a public repository of structured organic reaction records. The task is: describe an organic reaction: reactants, conditions, products, and yield The reactants are CCCC[N+](CCCC)(CCCC)CCCC.[F-] (TBAF), ClC1=CC=C(C=C1)C=1N=NC(=CC1)C#C[Si](C)(C)C (3-(4-chloro-phenyl)-6-trimethylsilanylethynyl-pyridazine). Run in C(Cl)Cl (DCM). Run at time 30 minute. Yields the product ClC1=CC=C(C=C1)C=1N=NC(=CC1)C#C (3-(4-chloro-phenyl)-6-ethynyl-pyridazine). As a reaction SMILES: CCCC[N+](CCCC)(CCCC)CCCC.[F-].[Cl:19][C:20]1[CH:25]=[CH:24][C:23]([C:26]2[N:27]=[N:28][C:29]([C:32]#[C:33][Si](C)(C)C)=[CH:30][CH:31]=2)=[CH:22][CH:21]=1>C(Cl)Cl>[Cl:19][C:20]1[CH:21]=[CH:22][C:23]([C:26]2[N:27]=[N:28][C:29]([C:32]#[CH:33])=[CH:30][CH:31]=2)=[CH:24][CH:25]=1 |f:0.1|. Procedure details: 1.10 g (3.49 mmol) TBAF are added at 0° C. to a solution of 1.00 g (3.49 mmol) 3-(4-chloro-phenyl)-6-trimethylsilanylethynyl-pyridazine in 10 mL DCM. The ice bath is removed and the reaction solution is stirred for 30 min. Water is added and the aqueous phase is extracted with EtOAc. The organic phase is dried over MgSO4 and the solvent is eliminated i.vac. The product is reacted without any further purification. Yield: 92.3%. The product is C(CCCCCCC)OC(=O)OC1=CC=C(C=O)C=C1 (4-octyloxycarbonyloxybenzaldehyde). Reaction conditions: time 2 hour. Run in N1=CC=CC=C1 (pyridine). As a reaction SMILES: [OH:1][C:2]1[CH:9]=[CH:8][C:5]([CH:6]=[O:7])=[CH:4][CH:3]=1.Cl[C:11]([O:13][CH2:14][CH2:15][CH2:16][CH2:17][CH2:18][CH2:19][CH2:20][CH3:21])=[O:12].O.C1(C)C=CC=CC=1>N1C=CC=CC=1>[CH2:14]([O:13][C:11]([O:1][C:2]1[CH:9]=[CH:8][C:5]([CH:6]=[O:7])=[CH:4][CH:3]=1)=[O:12])[CH2:15][CH2:16][CH2:17][CH2:18][CH2:19][CH2:20][CH3:21]. Procedure details: Commercially available 4-hydroxybenzaldehyde (17.8 g, 0.15 mol) was dissolved in dry pyridine (100 ml) and to the solution was dropwise added under cooling, octyl chloroformate (25 g, 0.13 mol), followed by agitating the mixture at 50°-60° C. for about 2 hours, adding water and toluene thereto, sufficiently agitating the mixture, washing the separated toluene layer with 6N-HCl, then 2N-NaOH aqueous solution and further with water until the washing water became neutral, drying the layer with anhy... The reactants are OC1=CC=C(C=O)C=C1 (4-hydroxybenzaldehyde), O (water), C1(=CC=CC=C1)C (toluene), ClC(=O)OCCCCCCCC (octyl chloroformate). Isolated yield 69.6%. Procedure: To an ice-cold solution of compound 10a (320 mg, 0.92 mmol) in dry CH2Cl2 (10 mL) in a N2 atmosphere was added Dess-Martin periodinane (DMP) (600 mg) portion wise and the reaction mixture was stirred for 3 hours at RT. The reaction mixture was quenched with solid NaHCO3 at 0° C. The product was extracted with CH2Cl2 (3×30 mL) and the combined organic layers were dried over anhydrous Na2SO4 and evaporated under reduced pressure. The crude product was purified by column chromatography on silica ge... Run at time 3 hour. Yields the product N1=C(C=CC=C1)COCC=1C=C(C=CC1)N1C=NC2=C1C=CC(=C2)C=O (1-[3-(Pyridin-2-ylmethoxymethyl)-phenyl]-1H-benzoimidazole-5-carbaldehyde). Starting materials: ice, N1=C(C=CC=C1)COCC=1C=C(C=CC1)N1C=NC2=C1C=CC(=C2)CO ((1-[3-(Pyridin-2-ylmethoxymethyl)-phenyl]-1H-benzoimidazol-5-yl)-methanol), N#N (N2), CC(=O)OI1(C=2C=CC=CC2C(=O)O1)(OC(=O)C)OC(=O)C (Dess-Martin periodinane). The solvent is C(Cl)Cl (CH2Cl2). RXN SMILES: [N:1]1[CH:6]=[CH:5][CH:4]=[CH:3][C:2]=1[CH2:7][O:8][CH2:9][C:10]1[CH:11]=[C:12]([N:16]2[C:20]3[CH:21]=[CH:22][C:23]([CH2:25][OH:26])=[CH:24][C:19]=3[N:18]=[CH:17]2)[CH:13]=[CH:14][CH:15]=1.N#N.CC(OI1(OC(C)=O)(OC(C)=O)OC(=O)C2C=CC=CC1=2)=O>C(Cl)Cl>[N:1]1[CH:6]=[CH:5][CH:4]=[CH:3][C:2]=1[CH2:7][O:8][CH2:9][C:10]1[CH:11]=[C:12]([N:16]2[C:20]3[CH:21]=[CH:22][C:23]([CH:25]=[O:26])=[CH:24][C:19]=3[N:18]=[CH:17]2)[CH:13]=[CH:14][CH:15]=1. Reported procedure: To a solution of 2,4-dihydroxy-benzoic acid methyl ester (1.42 g, 8.45 mmol) and 2-(3-bromo-propoxy)-isoindole-1,3-dione (2.00 g, 7.04 mmol) ) in acetone (50 mL) was added cesium carbonate (6.88 g, 21.1 mmol). The mixture was heated to reflux for 3 hours and allowed to cool back to room temperature. The mixture was partitioned between ethyl acetate and brine and the layers were then separated. The aqueous layer was extracted with two additional portions of ethyl acetate. The organics were combin... Run in CC(=O)C (acetone). The yield is 29.1%. Reaction SMILES: [CH3:1][O:2][C:3](=[O:12])[C:4]1[CH:9]=[CH:8][C:7]([OH:10])=[CH:6][C:5]=1[OH:11].Br[CH2:14][CH2:15][CH2:16][O:17][N:18]1[C:26](=[O:27])[C:25]2[C:20](=[CH:21][CH:22]=[CH:23][CH:24]=2)[C:19]1=[O:28].C(=O)([O-])[O-].[Cs+].[Cs+]>CC(C)=O>[CH3:1][O:2][C:3](=[O:12])[C:4]1[CH:9]=[CH:8][C:7]([O:10][CH2:14][CH2:15][CH2:16][O:17][N:18]2[C:26](=[O:27])[C:25]3[C:20](=[CH:21][CH:22]=[CH:23][CH:24]=3)[C:19]2=[O:28])=[CH:6][C:5]=1[OH:11] |f:2.3.4|. Product: COC(C1=C(C=C(C=C1)OCCCON1C(C2=CC=CC=C2C1=O)=O)O)=O (4-[3-(1,3-dioxo-1,3-dihydro-isoindol-2-yloxy)-propoxy]-2-hydroxy-benzoic acid methyl ester). Reactants: COC(C1=C(C=C(C=C1)O)O)=O (2,4-dihydroxy-benzoic acid methyl ester), BrCCCON1C(C2=CC=CC=C2C1=O)=O (2-(3-bromo-propoxy)-isoindole-1,3-dione), C([O-])([O-])=O.[Cs+].[Cs+] (cesium carbonate). The reactants are CCc1ccc2c(-c3cc(Br)cc(C(=O)OC(C)(C)C)c3)c(C#N)c(N3CCCC3)nn12, O=C(O)C(F)(F)F. Product: CCc1ccc2c(-c3cc(Br)cc(C(=O)O)c3)c(C#N)c(N3CCCC3)nn12. RXN SMILES: [Br:1][c:2]1[cH:3][c:4]([C:5](=[O:6])[O:7][C:8]([CH3:9])([CH3:10])[CH3:11])[cH:12][c:13](-[c:15]2[c:16]3[n:17]([n:18][c:19]([N:23]4[CH2:24][CH2:25][CH2:26][CH2:27]4)[c:20]2[C:21]#[N:22])[c:28]([CH2:31][CH3:32])[cH:29][cH:30]3)[cH:14]1.[OH:33][C:34]([C:35]([F:36])([F:37])[F:38])=[O:39]>>[Br:1][c:2]1[cH:3][c:4]([C:5](=[O:6])[OH:7])[cH:12][c:13](-[c:15]2[c:16]3[n:17]([n:18][c:19]([N:23]4[CH2:24][CH2:25][CH2:26][CH2:27]4)[c:20]2[C:21]#[N:22])[c:28]([CH2:31][CH3:32])[cH:29][cH:30]3)[cH:14]1. Product: C#CCOc1ccc2c(c1)nc(N)c1nc(CC)sc12. As a reaction SMILES: [C:18](=[O:19])([O-:20])[O-:21].[CH2:24]([C:25]#[CH:26])[Br:27].[CH3:33][c:34]1[cH:35][cH:36][cH:37][cH:38][cH:39]1.[Cs+:22].[Cs+:23].[NH2:1][c:2]1[n:3][c:4]2[cH:5][c:6]([OH:17])[cH:7][cH:8][c:9]2[c:10]2[c:11]1[n:12][c:13]([CH2:15][CH3:16])[s:14]2.[O:28]=[CH:29][N:30]([CH3:31])[CH3:32]>>[NH2:1][c:2]1[n:3][c:4]2[cH:5][c:6]([O:17][CH2:26][C:25]#[CH:24])[cH:7][cH:8][c:9]2[c:10]2[c:11]1[n:12][c:13]([CH2:15][CH3:16])[s:14]2. Reactants: O=C([O-])[O-], C#CCBr, Cc1ccccc1, [Cs+], [Cs+], CCc1nc2c(N)nc3cc(O)ccc3c2s1, CN(C)C=O. Reactants: CCC(=O)c1cc(F)cc(O[Si](C)(C)C(C)(C)C)c1F, COC(=O)C[Si](C)(C)C. As a reaction SMILES: [C:1]([CH3:2])([CH3:3])([CH3:4])[Si:5]([O:6][c:7]1[c:8]([F:18])[c:9]([C:14]([CH2:15][CH3:16])=[O:17])[cH:10][c:11]([F:13])[cH:12]1)([CH3:19])[CH3:20].[CH3:21][Si:22]([CH3:23])([CH3:24])[CH2:25][C:26](=[O:27])[O:28][CH3:29]>>[C:1]([CH3:2])([CH3:3])([CH3:4])[Si:5]([O:6][c:7]1[c:8]([F:18])[c:9]([C:14]([CH2:15][CH3:16])=[CH:25][C:26](=[O:27])[O:28][CH3:29])[cH:10][c:11]([F:13])[cH:12]1)([CH3:19])[CH3:20]. The product is CCC(=CC(=O)OC)c1cc(F)cc(O[Si](C)(C)C(C)(C)C)c1F. The reactants are Br.BrCCC1=C(N=C2N(C1=O)C(=C(S2)C)C)C (6-(2-bromoethyl)-2,3,7-trimethyl-5H-thiazolo[3,2-a]pyrimidin-5-one monohydrobromide), Cl.FC1=CC=C(C=C1)C(=O)C1CCNCC1 ((4-fluorophenyl) (4-piperidinyl)methanone hydrochloride), C([O-])([O-])=O.[Na+].[Na+] (sodium carbonate), C[O-].[Na+] (sodium methoxide). The solvent is CC(CC(C)=O)C (4-methyl-2-pentanone), O (water). The product is FC1=CC=C(C(=O)C2CCN(CC2)CCC2=C(N=C3N(C2=O)C(=C(S3)C)C)C)C=C1 (6-[2-[4-(4-fluorobenzoyl)-1-piperidinyl]ethyl]-2,3,7-trimethyl-5H-thiazolo[3,2-a]pyrimidin-5-one). RXN SMILES: Br.Br[CH2:3][CH2:4][C:5]1[C:10](=[O:11])[N:9]2[C:12]([CH3:16])=[C:13]([CH3:15])[S:14][C:8]2=[N:7][C:6]=1[CH3:17].Cl.[F:19][C:20]1[CH:25]=[CH:24][C:23]([C:26]([CH:28]2[CH2:33][CH2:32][NH:31][CH2:30][CH2:29]2)=[O:27])=[CH:22][CH:21]=1.C(=O)([O-])[O-].[Na+].[Na+].C[O-].[Na+]>O.CC(C)CC(=O)C>[F:19][C:20]1[CH:21]=[CH:22][C:23]([C:26]([CH:28]2[CH2:33][CH2:32][N:31]([CH2:3][CH2:4][C:5]3[C:10](=[O:11])[N:9]4[C:12]([CH3:16])=[C:13]([CH3:15])[S:14][C:8]4=[N:7][C:6]=3[CH3:17])[CH2:30][CH2:29]2)=[O:27])=[CH:24][CH:25]=1 |f:0.1,2.3,4.5.6,7.8|. Reported procedure: A mixture of 5.85 parts of 6-(2-bromoethyl)-2,3,7-trimethyl-5H-thiazolo[3,2-a]pyrimidin-5-one monohydrobromide, 4 parts of (4-fluorophenyl) (4-piperidinyl)methanone hydrochloride, 10 parts of sodium carbonate, 3 parts of a sodium methoxide solution 30% and 240 parts of 4-methyl-2-pentanone was stirred and refluxed for 20 hours using a water-separator. The reaction mixture was filtered hot over Hyflo and the filtrate was evaporated. The residue was purified by column-chromatography over silica ge...